Dataset: the Open Reaction Database (ORD), a public repository of structured organic reaction records. Task: describe an organic reaction: reactants, conditions, products, and yield Reactants: stainless steel, C1=CC=CC=C1 (benzene), C(C=C)(=O)OC (methyl acrylate), C(C)(=O)O (acetic acid), cupric acetate monohydrate. The reagents and catalysts are [Pd] (palladium), [Cu] (copper), C/C(=C/C(=O)C)/[O-].C/C(=C/C(=O)C)/[O-].[Pd+2] (palladium (II) acetylacetonate). Run at temperature 120 celsius. Product: C(C=CC1=CC=CC=C1)(=O)OC (methyl cinnamate). Yield: 70.0%. Reaction SMILES: [CH:1]1[CH:6]=[CH:5][CH:4]=[CH:3][CH:2]=1.[C:7]([O:11][CH3:12])(=[O:10])[CH:8]=[CH2:9].C(O)(=O)C>C/C(/[O-])=C/C(C)=O.C/C(/[O-])=C/C(C)=O.[Pd+2].[Pd].[Cu]>[C:7]([O:11][CH3:12])(=[O:10])[CH:8]=[CH:9][C:1]1[CH:6]=[CH:5][CH:4]=[CH:3][CH:2]=1 |f:3.4.5|. Procedure details: As a further illustration of the ability of a catalyst which is maintained in a soluble, non-solid, oxidized stated to convert the reactants into a relatively high yield of the desired product, a mixture comprising 0.5 mole of benzene, 0.10 mole of methyl acrylate, 0.50 mole of glacial acetic acid, 0.002 mole of palladium (II) acetylacetonate and 0.002 mole of cupric acetate monohydrate was charged to a 300 cc. stirred, stainless steel autoclave. The autoclave was sealed and air was pressed in u... The reactants are IN1C(CCC1=O)=O (N-Iodosuccinimide), CC=1N=C(SC1)NC(C)=O (N-(4-methyl-thiazol-2-yl)-acetamide). Run in C(C)#N (acetonitrile). The product is IC1=C(N=C(S1)NC(C)=O)C (N-(5-iodo-4-methyl-thiazol-2-yl)-acetamide). Reaction SMILES: [I:1]N1C(=O)CCC1=O.[CH3:9][C:10]1[N:11]=[C:12]([NH:15][C:16](=[O:18])[CH3:17])[S:13][CH:14]=1>C(#N)C>[I:1][C:14]1[S:13][C:12]([NH:15][C:16](=[O:18])[CH3:17])=[N:11][C:10]=1[CH3:9]. Reported procedure: N-Iodosuccinimide (4.75 g) is added portion wise to a solution of N-(4-methyl-thiazol-2-yl)-acetamide (3 g) in acetonitrile (60 ml) at room temperature. After 5 minutes a precipitate forms which is collected by filtration and washed with cold acetonitrile to give the title compound as a white solid. Reactants: Brc1ccoc1, C1CCOC1, CON(C)C(=O)CNC(=O)OC(C)(C)C, [Li]CCCC, [Na+], O=C([O-])O. The product is CC(C)(C)OC(=O)NCC(=O)c1ccoc1. As a reaction SMILES: [Br:6][c:7]1[cH:8][o:9][cH:10][cH:11]1.[CH2:32]1[O:33][CH2:34][CH2:35][CH2:36]1.[CH3:12][O:13][N:14]([C:15]([CH2:16][NH:17][C:18]([O:19][C:20]([CH3:21])([CH3:22])[CH3:23])=[O:24])=[O:25])[CH3:26].[CH3:1][CH2:2][CH2:3][CH2:4][Li:5].[Na+:31].[O-:27][C:28]([OH:29])=[O:30]>>[c:7]1([C:15]([CH2:16][NH:17][C:18]([O:19][C:20]([CH3:21])([CH3:22])[CH3:23])=[O:24])=[O:25])[cH:8][o:9][cH:10][cH:11]1. Reactants: O.[OH-].[Li+] (lithium hydroxide hydrate), C(C)OC(=O)C=1NC2=CC=C(C=C2C1CCCNC(=O)OC(C)(C)C)Br (5-Bromo-3-[3-(t-butoxycarbonylamino)-propyl]-1H-indole-2-carboxylic acid ethyl ester), Cl (HCl). Solvent: O (water), CO.C1CCOC1 (methanol THF). Run at temperature 50 celsius, time 8 hour. The product is BrC=1C=C2C(=C(NC2=CC1)C(=O)O)CCCNC(=O)OC(C)(C)C (5-bromo-3-[3-(t-butoxycarbonylamino)-propyl]-1H-indole-2-carboxylic acid). Yield: 92.3%. Reaction SMILES: C([O:3][C:4]([C:6]1[NH:7][C:8]2[C:13]([C:14]=1[CH2:15][CH2:16][CH2:17][NH:18][C:19]([O:21][C:22]([CH3:25])([CH3:24])[CH3:23])=[O:20])=[CH:12][C:11]([Br:26])=[CH:10][CH:9]=2)=[O:5])C.O.[OH-].[Li+].Cl>CO.C1COCC1.O>[Br:26][C:11]1[CH:12]=[C:13]2[C:8](=[CH:9][CH:10]=1)[NH:7][C:6]([C:4]([OH:5])=[O:3])=[C:14]2[CH2:15][CH2:16][CH2:17][NH:18][C:19]([O:21][C:22]([CH3:25])([CH3:24])[CH3:23])=[O:20] |f:1.2.3,5.6|. Reported procedure: 5-Bromo-3-[3-(t-butoxycarbonylamino)-propyl]-1H-indole-2-carboxylic acid ethyl ester (65 mg, 0.15 mmol, 1.0 equiv) was dissolved in 10 mL of 1:1 methanol/THF. To this was added a solution of lithium hydroxide hydrate (200 mg, 4.8 mmol, 31 equiv) in 5 mL water. The reaction was heated at 50° C. for 15 min and then stirred at ambient temperature overnight. The reaction was cooled to 0° C. and acidified to pH˜2 with concentrated HCl. The product was extracted with ethyl acetate (2×25 mL). The solut... Reactants: CNC1=CC=CC=C1 (N-methyl-aniline), ClC1=C(C=CC=C1)S(=O)(=O)Cl (2-chlorobenzenesulfonyl chloride), [OH-].[Na+] (sodium hydroxide). Product: ClC1=C(C=CC=C1)S(=O)(=O)N(C1=CC=CC=C1)C (2-chloro-N-methylbenzenesulfonanilide). Yield: 87.0%. As a reaction SMILES: [CH3:1][NH:2][C:3]1[CH:8]=[CH:7][CH:6]=[CH:5][CH:4]=1.[Cl:9][C:10]1[CH:15]=[CH:14][CH:13]=[CH:12][C:11]=1[S:16](Cl)(=[O:18])=[O:17].[OH-].[Na+]>>[Cl:9][C:10]1[CH:15]=[CH:14][CH:13]=[CH:12][C:11]=1[S:16]([N:2]([CH3:1])[C:3]1[CH:8]=[CH:7][CH:6]=[CH:5][CH:4]=1)(=[O:18])=[O:17] |f:2.3|. Procedure: To 0.97 g (˜0.01 mole) of freshly prepared N-methyl-aniline (b.p. 196° C.) is added 1.94 g (˜0.01 mole) of 2-chlorobenzenesulfonyl chloride (98 w/w %). The mixture is stirred until it becomes hot, and then ten percent sodium hydroxide is added dropwise with stirring until the solution is slightly alkaline. 2-chloro-N-methylbenzenesulfonanilide is formed as a viscous yellow liquid. It is washed with water several times until the wash water is neutral to litmus paper, and the viscous yellow liquid... Reactants: NC1=NC=C(C(=N1)C(F)(F)F)C1=NC(=NC(=C1)N1C(O[C@@H]2[C@H]1CC[C@H]2O[Si](C)(C)C(C)(C)C)=O)N2CCOCC2 ((3aR*,6R*,6aR*)-3-(2′-amino-2-morpholino-4′-(trifluoromethyl)-[4,5′-bipyrimidin]-6-yl)-6-((tert-butyldimethylsilyl)oxy)hexahydro-2H-cyclopenta[d]oxazol-2-one), CCCC[N+](CCCC)(CCCC)CCCC.[F-] (TBAF). Run in C1CCOC1 (THF), C1CCOC1 (THF). Reaction conditions: temperature 0 celsius, time 2 hour. Product: NC1=NC=C(C(=N1)C(F)(F)F)C1=NC(=NC(=C1)N1C(O[C@@H]2[C@H]1CC[C@H]2O)=O)N2CCOCC2 ((3aR*,6R*,6aR*)-3-(2′-Amino-2-morpholino-4′-(trifluoromethyl)-[4,5′-bipyrimidin]-6-yl)-6-hydroxyhexahydro-2H-cyclopenta[d]oxazol-2-one). Isolated yield 73.4%. RXN SMILES: [NH2:1][C:2]1[N:7]=[C:6]([C:8]([F:11])([F:10])[F:9])[C:5]([C:12]2[CH:17]=[C:16]([N:18]3[C@@H:22]4[CH2:23][CH2:24][C@@H:25]([O:26][Si](C(C)(C)C)(C)C)[C@@H:21]4[O:20][C:19]3=[O:34])[N:15]=[C:14]([N:35]3[CH2:40][CH2:39][O:38][CH2:37][CH2:36]3)[N:13]=2)=[CH:4][N:3]=1.CCCC[N+](CCCC)(CCCC)CCCC.[F-]>C1COCC1>[NH2:1][C:2]1[N:7]=[C:6]([C:8]([F:11])([F:10])[F:9])[C:5]([C:12]2[CH:17]=[C:16]([N:18]3[C@@H:22]4[CH2:23][CH2:24][C@@H:25]([OH:26])[C@@H:21]4[O:20][C:19]3=[O:34])[N:15]=[C:14]([N:35]3[CH2:40][CH2:39][O:38][CH2:37][CH2:36]3)[N:13]=2)=[CH:4][N:3]=1 |f:1.2|. Procedure details: To a solution of (3aR*,6R*,6aR*)-3-(2′-amino-2-morpholino-4′-(trifluoromethyl)-[4,5′-bipyrimidin]-6-yl)-6-((tert-butyldimethylsilyl)oxy)hexahydro-2H-cyclopenta[d]oxazol-2-one (810 mg, 1.253 mmol) in THF (12 mL), was added dropwise 1M TBAF in THF (1.0 mL, 1.0 mmol) at 0° C. The reaction mixture was stirred for 30 min at 0° C. and 2 h at RT before evaporation. The residue was purified by flash chromatography (hexane-THF 60:40→0:100). The residue was triturated in Et2O, filtered and dried. The resi... Reactants: C1CCOC1, CNc1nc(N2CCC(C(F)(F)F)CC2)c(C(=O)NC2CCC(C(F)(F)F)CC2)cc1[N+](=O)[O-]. Yields the product CNc1nc(N2CCC(C(F)(F)F)CC2)c(C(=O)NC2CCC(C(F)(F)F)CC2)cc1N. RXN SMILES: [CH2:35]1[O:36][CH2:37][CH2:38][CH2:39]1.[F:1][C:2]([CH:3]1[CH2:4][CH2:5][CH:6]([NH:9][C:10]([c:11]2[c:12]([N:22]3[CH2:23][CH2:24][CH:25]([C:28]([F:29])([F:30])[F:31])[CH2:26][CH2:27]3)[n:13][c:14]([NH:20][CH3:21])[c:15]([N+:17]([O-:18])=[O:19])[cH:16]2)=[O:32])[CH2:7][CH2:8]1)([F:33])[F:34]>>[F:1][C:2]([CH:3]1[CH2:4][CH2:5][CH:6]([NH:9][C:10]([c:11]2[c:12]([N:22]3[CH2:23][CH2:24][CH:25]([C:28]([F:29])([F:30])[F:31])[CH2:26][CH2:27]3)[n:13][c:14]([NH:20][CH3:21])[c:15]([NH2:17])[cH:16]2)=[O:32])[CH2:7][CH2:8]1)([F:33])[F:34].